From a dataset of the Open Reaction Database (ORD), a public repository of structured organic reaction records. describe an organic reaction: reactants, conditions, products, and yield The reactants are [OH-].[Li+] (lithium hydroxide), NC(=S)NC=1C=C(C=CC1)C(=O)NCC(=O)NC(CC(=O)OCC)C1=CC=CC=C1 (ethyl β-[[2-[[[3-[(aminothioxomethyl)amino]phenyl]carbonyl]amino]acetyl]amino]benzenepropanoate), FC(C(=O)O)(F)F (trifluoroacetic acid). The solvent is O.C(C)#N (water acetonitrile). Run at temperature 25 celsius. The product is NC(=S)NC=1C=C(C=CC1)C(=O)NCC(=O)NC(CC(=O)O)C1=CC=CC=C1 (β-[[2-[[[3-[(aminothioxomethyl)amino]phenyl]carbonyl]amino]acetyl]amino]benzenepropanoic acid). Isolated yield 920.0%. RXN SMILES: [NH2:1][C:2]([NH:4][C:5]1[CH:6]=[C:7]([C:11]([NH:13][CH2:14][C:15]([NH:17][CH:18]([C:25]2[CH:30]=[CH:29][CH:28]=[CH:27][CH:26]=2)[CH2:19][C:20]([O:22]CC)=[O:21])=[O:16])=[O:12])[CH:8]=[CH:9][CH:10]=1)=[S:3].[OH-].[Li+].FC(F)(F)C(O)=O>O.C(#N)C>[NH2:1][C:2]([NH:4][C:5]1[CH:6]=[C:7]([C:11]([NH:13][CH2:14][C:15]([NH:17][CH:18]([C:25]2[CH:26]=[CH:27][CH:28]=[CH:29][CH:30]=2)[CH2:19][C:20]([OH:22])=[O:21])=[O:16])=[O:12])[CH:8]=[CH:9][CH:10]=1)=[S:3] |f:1.2,4.5|. Reported procedure: The product of Example 116 (500 mg, 0.095 mmol) was dissolved in water/acetonitrile (1:1), followed by the addition of lithium hydroxide (100 mg, 0.4 mmol). The reaction mixture was stirred at 25° C., and monitored by HPLC. After complete hydrolysis (1-2 hours) trifluoroacetic acid was added until pH=2. The product was purified by reverse phase chromatography (water/acetonitrile) and lyophilized to result in a white solid (350 mg). MS and 1H-NMR were consistent with the proposed structure. Reactants: ClC1=CC2=C(OC3=C(CN2C=2C(C(C2OCC)=O)=O)C=CC=C3)C=C1 (3-(8-Chloro-dibenz[b,f][1,4]oxazepin-10(11H)-yl)-4-ethoxy-3-cyclobutene-1,2-dione), CN(CCN)C (N,N-dimethylethylenediamine). Run in O1CCOCC1 (dioxane). Run at time 0.5 hour. The product is Cl.ClC1=CC2=C(OC3=C(CN2C=2C(C(C2NCCN(C)C)=O)=O)C=CC=C3)C=C1 (3-(8-Chlorodibenz[b,f][1,4]oxazepin-10(11H)-yl)-4-[[2-(dimethylamino)ethyl]amino]-3-cyclobutene-1,2-dione, hydrochloride). Reaction SMILES: [Cl:1][C:2]1[CH:25]=[CH:24][C:5]2[O:6][C:7]3[CH:23]=[CH:22][CH:21]=[CH:20][C:8]=3[CH2:9][N:10]([C:11]3[C:12](=O)[C:13](=[O:18])[C:14]=3[O:15]CC)[C:4]=2[CH:3]=1.[CH3:26][N:27]([CH3:31])[CH2:28][CH2:29][NH2:30]>O1CCOCC1>[ClH:1].[Cl:1][C:2]1[CH:25]=[CH:24][C:5]2[O:6][C:7]3[CH:23]=[CH:22][CH:21]=[CH:20][C:8]=3[CH2:9][N:10]([C:11]3[C:14](=[O:15])[C:13](=[O:18])[C:12]=3[NH:30][CH2:29][CH2:28][N:27]([CH3:31])[CH3:26])[C:4]=2[CH:3]=1 |f:3.4|. Reported procedure: A mixture of the title product of Example 5 (0.73 g), N,N-dimethylethylenediamine (0.225 mL) and dioxane (20 mL) was heated to reflux for 20 minutes. Then, most of the dioxane was removed in vacuo and the residue was stirred in methanol (20 mL) at ambient temperature for 1/2 hour and the precipitated white solid was filtered and discarded. The filtrate was concentrated and the residue was chromatographed on silica gel using 1% each of methanol and triethylamine in ethyl acetate to give the free ... The reactants are NC=1C=C(OCOC)C(=CC1OC)OC ((3-Amino-4,6-dimethoxyphenoxy)methoxymethane), C1(=CC=CC=C1)N=C=O (phenyl isocyanate). Product: C1(=CC=CC=C1)NC(NC=1C=C(C(=CC1OC)OC)O)=O (3-(3-phenylureido)-4,6-dimethoxyphenol). As a reaction SMILES: [NH2:1][C:2]1[CH:3]=[C:4]([C:9]([O:14][CH3:15])=[CH:10][C:11]=1[O:12][CH3:13])[O:5]COC.[C:16]1([N:22]=[C:23]=[O:24])[CH:21]=[CH:20][CH:19]=[CH:18][CH:17]=1>>[C:16]1([NH:22][C:23](=[O:24])[NH:1][C:2]2[CH:3]=[C:4]([OH:5])[C:9]([O:14][CH3:15])=[CH:10][C:11]=2[O:12][CH3:13])[CH:21]=[CH:20][CH:19]=[CH:18][CH:17]=1. Procedure: (3-Amino-4,6-dimethoxyphenoxy)methoxymethane and phenyl isocyanate were treated in the same manner as described in Example 1 to give 3-(3-phenylureido)-4,6-dimethoxyphenol (melting point: 162°-164° C.). Starting materials: C1COCCO1, O=C(OCc1ccccc1)N1CCCC(c2ccn[nH]2)C1. Product: c1cc(C2CCCNC2)[nH]n1. As a reaction SMILES: [O:22]1[CH2:23][CH2:24][O:25][CH2:26][CH2:27]1.[nH:1]1[n:2][cH:3][cH:4][c:5]1[CH:6]1[CH2:7][N:8]([C:12]([O:13][CH2:14][c:15]2[cH:16][cH:17][cH:18][cH:19][cH:20]2)=[O:21])[CH2:9][CH2:10][CH2:11]1>>[nH:1]1[n:2][cH:3][cH:4][c:5]1[CH:6]1[CH2:7][NH:8][CH2:9][CH2:10][CH2:11]1. Starting materials: C(C)NCCO (2-ethylamino ethanol), ClC1=C(C=C(C(=C1)Cl)Cl)S(=O)(=O)Cl (2,4,5trichlorophenylsulfonylchloride). The product is ClC1=C(C=C(C(=C1)Cl)Cl)S(=O)(=O)N(CCO)CC (2,4,5-Trichloro-N-ethyl-N(2-hydroxyethyl)-benzene Sulfonamide). As a reaction SMILES: [CH2:1]([NH:3][CH2:4][CH2:5][OH:6])[CH3:2].[Cl:7][C:8]1[CH:13]=[C:12]([Cl:14])[C:11]([Cl:15])=[CH:10][C:9]=1[S:16](Cl)(=[O:18])=[O:17]>>[Cl:7][C:8]1[CH:13]=[C:12]([Cl:14])[C:11]([Cl:15])=[CH:10][C:9]=1[S:16]([N:3]([CH2:1][CH3:2])[CH2:4][CH2:5][OH:6])(=[O:18])=[O:17]. Reported procedure: The title compound was prepared from 2-ethylamino ethanol and 2,4,5trichlorophenylsulfonylchloride using the method described in Description 1. Reactants: C(C1=CC=CC=C1)N1CC(NCC1)CO ((4-benzyl-piperazin-2-yl)methanol), C(C)(=O)[O-].[Na+] (sodium acetate), ClCC(=O)Cl (chloroacetyl chloride). Solvent: CC(=O)C (acetone), O (water), CCOC(=O)C (EtOAc). Reaction conditions: temperature 0 celsius, time 1 hour. Yields the product C(C1=CC=CC=C1)N1CC(N(CC1)C(CCl)=O)CO (1-(4-Benzyl-2-hydroxymethyl-piperazin-1-yl)-2-chloro-ethanone). Isolated yield 99.4%. RXN SMILES: [CH2:1]([N:8]1[CH2:13][CH2:12][NH:11][CH:10]([CH2:14][OH:15])[CH2:9]1)[C:2]1[CH:7]=[CH:6][CH:5]=[CH:4][CH:3]=1.C([O-])(=O)C.[Na+].[Cl:21][CH2:22][C:23](Cl)=[O:24]>CC(C)=O.O.CCOC(C)=O>[CH2:1]([N:8]1[CH2:13][CH2:12][N:11]([C:23](=[O:24])[CH2:22][Cl:21])[CH:10]([CH2:14][OH:15])[CH2:9]1)[C:2]1[CH:3]=[CH:4][CH:5]=[CH:6][CH:7]=1 |f:1.2|. Reported procedure: To a stirred solution of (4-benzyl-piperazin-2-yl)methanol (500 mg, 2.42 mmol) and sodium acetate (397.6 mg, 4.85 mmol, 2.0 eq) in acetone (9.7 mL) and water (24.2 mL) under N2 at 0° C. was added dropwise chloroacetyl chloride (0.20 mL, 2.54 mmol, 1.05 eq) over 5 minutes. The mixture was stirred at 0° C. for 5 min and at rt for 1 h. The mixture was diluted with EtOAc (150 mL) and the organic phase was washed with water, aqueous saturated NaHCO3 solution, and brine. The organic layer was dried ov...